This data is from the Open Reaction Database (ORD), a public repository of structured organic reaction records. The task is: describe an organic reaction: reactants, conditions, products, and yield Reaction SMILES: C(O[C:4]([C:6]1[O:7][C:8]([CH2:11][NH:12][C:13]([O:15][C:16]([CH3:19])([CH3:18])[CH3:17])=[O:14])=[N:9][N:10]=1)=[O:5])C.[CH3:20][NH2:21]>C1COCC1>[C:16]([O:15][C:13](=[O:14])[NH:12][CH2:11][C:8]1[O:7][C:6]([C:4](=[O:5])[NH:21][CH3:20])=[N:10][N:9]=1)([CH3:17])([CH3:18])[CH3:19]. The reactants are C(C)OC(=O)C=1OC(=NN1)CNC(=O)OC(C)(C)C (5-[[[(1,1-dimethylethoxy)carbonyl]amino]methyl]-1,3,4-oxadiazole-2-carboxylic acid ethyl ester), CN (methylamine). Reported procedure: Prepared in an analogous fashion to Description 35 from 5-[[[(1,1-dimethylethoxy)carbonyl]amino]methyl]-1,3,4-oxadiazole-2-carboxylic acid ethyl ester (prepared as described in JOC (1995), 60(10), 3112-20) (0.150 g) using 2.0M methylamine in THF. The solvent is C1CCOC1 (THF). Product: C(C)(C)(C)OC(NCC=1OC(=NN1)C(NC)=O)=O ((5-Methylcarbamoyl-[1,3,4]oxadiazol-2-ylmethyl)carbamic acid tert-butyl ester). Starting materials: O=C(NC1CCNCC1)c1ccccc1, O=C([O-])[O-], O=C(CCCCl)c1ccc2c(c1)CCCC2, [K+], [K+]. Yields the product O=C(CCCN1CCC(NC(=O)c2ccccc2)CC1)c1ccc2c(c1)CCCC2, Cl. RXN SMILES: [C:17]([c:18]1[cH:19][cH:20][cH:21][cH:22][cH:23]1)(=[O:24])[NH:25][CH:26]1[CH2:27][CH2:28][NH:29][CH2:30][CH2:31]1.[C:32](=[O:33])([O-:34])[O-:35].[Cl:1][CH2:2][CH2:3][CH2:4][C:5](=[O:6])[c:7]1[cH:8][c:9]2[c:14]([cH:15][cH:16]1)[CH2:13][CH2:12][CH2:11][CH2:10]2.[K+:36].[K+:37]>>[CH2:2]([CH2:3][CH2:4][C:5](=[O:6])[c:7]1[cH:8][c:9]2[c:14]([cH:15][cH:16]1)[CH2:13][CH2:12][CH2:11][CH2:10]2)[N:29]1[CH2:28][CH2:27][CH:26]([NH:25][C:17]([c:18]2[cH:19][cH:20][cH:21][cH:22][cH:23]2)=[O:24])[CH2:31][CH2:30]1.[ClH:1]. Starting materials: CC(C)C(Br)C(=O)O, COc1cc(N)cc(OC)c1, CN(C)P(=O)(N(C)C)N(C)C, [I-], [K+]. The product is COc1cc(NC(C(=O)O)C(C)C)cc(OC)c1. As a reaction SMILES: [Br:12][CH:13]([C:14](=[O:15])[OH:16])[CH:17]([CH3:18])[CH3:19].[CH3:1][O:2][c:3]1[cH:4][c:5]([NH2:6])[cH:7][c:8]([O:10][CH3:11])[cH:9]1.[CH3:22][N:23]([CH3:24])[P:25](=[O:26])([N:27]([CH3:28])[CH3:29])[N:30]([CH3:31])[CH3:32].[I-:21].[K+:20]>>[CH3:1][O:2][c:3]1[cH:4][c:5]([NH:6][CH:13]([C:14](=[O:15])[OH:16])[CH:17]([CH3:18])[CH3:19])[cH:7][c:8]([O:10][CH3:11])[cH:9]1.